This data is from the Open Reaction Database (ORD), a public repository of structured organic reaction records. The task is: describe an organic reaction: reactants, conditions, products, and yield Reactants: [Al+3], O=C(Cl)c1ccccc1, CO, ClC(Cl)Cl, [Cl-], [Cl-], [Cl-], O=C1Cc2cc(Cl)ccc2N1, O. Yields the product O=C1Cc2cc(Cl)cc(C(=O)c3ccccc3)c2N1. RXN SMILES: [Al+3:11].[C:1]([c:2]1[cH:3][cH:4][cH:5][cH:6][cH:7]1)(=[O:8])[Cl:9].[CH3:26][OH:27].[CH:28]([Cl:29])([Cl:30])[Cl:31].[Cl-:10].[Cl-:12].[Cl-:13].[Cl:14][c:15]1[cH:16][c:17]2[c:21]([cH:22][cH:23]1)[NH:20][C:19](=[O:24])[CH2:18]2.[OH2:25]>>[C:1]([c:2]1[cH:3][cH:4][cH:5][cH:6][cH:7]1)(=[O:8])[c:22]1[c:21]2[c:17]([cH:16][c:15]([Cl:14])[cH:23]1)[CH2:18][C:19](=[O:24])[NH:20]2.